This data is from the Open Reaction Database (ORD), a public repository of structured organic reaction records. The task is: describe an organic reaction: reactants, conditions, products, and yield Run at temperature 0 celsius. RXN SMILES: [CH:1]1([NH:4][C:5]([C:7]2[N:8]=[N:9][N:10]([C:21]3[CH:26]=[CH:25][C:24]([C:27]([NH:29][CH2:30][CH3:31])=[O:28])=[CH:23][CH:22]=3)[C:11]=2[CH2:12][S:13]([C:15]2[CH:20]=[CH:19][CH:18]=[CH:17][CH:16]=2)=[O:14])=[O:6])[CH2:3][CH2:2]1.ClC1C=CC=C(C(OO)=[O:40])C=1>C1COCC1.C(OCC)(=O)C>[CH:1]1([NH:4][C:5]([C:7]2[N:8]=[N:9][N:10]([C:21]3[CH:22]=[CH:23][C:24]([C:27]([NH:29][CH2:30][CH3:31])=[O:28])=[CH:25][CH:26]=3)[C:11]=2[CH2:12][S:13]([C:15]2[CH:20]=[CH:19][CH:18]=[CH:17][CH:16]=2)(=[O:40])=[O:14])=[O:6])[CH2:2][CH2:3]1. Product: C1(CC1)NC(=O)C=1N=NN(C1CS(=O)(=O)C1=CC=CC=C1)C1=CC=C(C=C1)C(=O)NCC (N-cyclopropyl-1-{4-[(ethylamino)carbonyl]phenyl}-5-[(phenylsulfonyl)methyl]-1H-1,2,3-triazole-4-carboxamide). Reported procedure: N-Cyclopropyl-1-{4-[(ethylamino)carbonyl]phenyl}-5-[(phenylsulfinyl)methyl]-1H-1,2,3-triazole-4-carboxamide (107 mg, 0.24 mmol) obtained in Example 313 was dissolved in THF (2.0 ml), m-chloroperbenzoic acid (purity 65%, 64 mg, 0.24 mmol, 1.0 eq.) was added with stirring at 0° C., and the mixture was stirred for 1 hr and at room temperature for 2 hr. The reaction mixture was diluted with ethyl acetate (25 ml), washed with 5% aqueous sodium sulfite solution, 2% aqueous sodium carbonate solution an... Starting materials: C1(CC1)NC(=O)C=1N=NN(C1CS(=O)C1=CC=CC=C1)C1=CC=C(C=C1)C(=O)NCC (N-cyclopropyl-1-{4-[(ethylamino)carbonyl]phenyl}-5-[(phenylsulfinyl)methyl]-1H-1,2,3-triazole-4-carboxamide), ClC1=CC(=CC=C1)C(=O)OO (m-chloroperbenzoic acid). The yield is 100.0%. Run in C1CCOC1 (THF), C(C)(=O)OCC (ethyl acetate).